This data is from the Open Reaction Database (ORD), a public repository of structured organic reaction records. The task is: describe an organic reaction: reactants, conditions, products, and yield Starting materials: ClC1=C(C=C(C=C1)CO)S(=O)(=O)N (2-chloro-5-(hydroxymethyl)benzenesulfonamide). The reagents and catalysts are O=[Mn]=O (MnO2). Run in CC(=O)C (acetone). Conditions: time 50 hour. The product is ClC1=C(C=C(C=C1)C=O)S(=O)(=O)N (2-Chloro-5-formylbenzenesulfonamide). The yield is 64.4%. RXN SMILES: [Cl:1][C:2]1[CH:7]=[CH:6][C:5]([CH2:8][OH:9])=[CH:4][C:3]=1[S:10]([NH2:13])(=[O:12])=[O:11]>CC(C)=O.O=[Mn]=O>[Cl:1][C:2]1[CH:7]=[CH:6][C:5]([CH:8]=[O:9])=[CH:4][C:3]=1[S:10]([NH2:13])(=[O:12])=[O:11]. Procedure: A solution of 2-chloro-5-(hydroxymethyl)benzenesulfonamide (696 mg, 3.14 mmol) in acetone (30 mL) was added to a round bottom flask containing MnO2 (2.73 g, 31.4 mmol). The mixture was stirred for 50 hours until the starting material was consumed, then filtered though a pad of celite. The filtrate was evaporated to afford the product (444 mg, 64%) as a white solid. MS (ES+) m/z 220 [M+H]+.